Dataset: the Open Reaction Database (ORD), a public repository of structured organic reaction records. Task: describe an organic reaction: reactants, conditions, products, and yield Reactants: COC(C(CCBr)Br)=O (methyl-2,4-dibromobutyrate), CN (methylamine). Yields the product CNC(C(CCBr)Br)=O (N-methyl-2,4-dibromobutyramide). Reaction SMILES: C[O:2][C:3](=O)[CH:4]([Br:8])[CH2:5][CH2:6][Br:7].[CH3:10][NH2:11]>>[CH3:10][NH:11][C:3](=[O:2])[CH:4]([Br:8])[CH2:5][CH2:6][Br:7]. Procedure: In a second step of the reaction, the methyl-2,4-dibromobutyrate is reacted with methylamine in an aqueous solution at a temperature of below ambient in order to form N-methyl-2,4-dibromobutyramide. Then butyramide is then recovered and purified to obtain the solid intermediate product. The reactants are Clc1nc2c(-c3ccc(Br)cc3)cccn2n1, O=C([O-])[O-], CC(=O)[O-], CC(=O)[O-], C1COCCO1, C[PH](C)=O, CC1(C)c2cccc(P(c3ccccc3)c3ccccc3)c2Oc2c(P(c3ccccc3)c3ccccc3)cccc21, [Cs+], [Cs+], [Pd+2]. Yields the product CP(C)(=O)c1ccc(-c2cccn3nc(Cl)nc23)cc1. Reaction SMILES: [Br:1][c:2]1[cH:3][cH:4][c:5](-[c:8]2[c:9]3[n:10]([cH:11][cH:12][cH:13]2)[n:14][c:15]([Cl:17])[n:16]3)[cH:6][cH:7]1.[C:64](=[O:65])([O-:66])[O-:67].[C:70]([O-:71])(=[O:72])[CH3:73].[C:75]([O-:76])(=[O:77])[CH3:78].[CH2:79]1[O:80][CH2:81][CH2:82][O:83][CH2:84]1.[CH3:18][PH:19](=[O:20])[CH3:21].[CH3:22][C:23]1([CH3:24])[c:25]2[cH:26][cH:27][cH:28][c:29]([P:30]([c:31]3[cH:32][cH:33][cH:34][cH:35][cH:36]3)[c:37]3[cH:38][cH:39][cH:40][cH:41][cH:42]3)[c:43]2[O:44][c:45]2[c:46]1[cH:47][cH:48][cH:49][c:50]2[P:51]([c:52]1[cH:53][cH:54][cH:55][cH:56][cH:57]1)[c:58]1[cH:59][cH:60][cH:61][cH:62][cH:63]1.[Cs+:68].[Cs+:69].[Pd+2:74]>>[c:2]1([P:19]([CH3:18])(=[O:20])[CH3:21])[cH:3][cH:4][c:5](-[c:8]2[c:9]3[n:10]([cH:11][cH:12][cH:13]2)[n:14][c:15]([Cl:17])[n:16]3)[cH:6][cH:7]1.